From a dataset of the Open Reaction Database (ORD), a public repository of structured organic reaction records. describe an organic reaction: reactants, conditions, products, and yield As a reaction SMILES: [Br:1][c:2]1[c:3]([CH3:8])[n:4][nH:5][c:6]1[Br:7].[OH2:13].[OH:9][N+:10]([O-:11])=[O:12].[S:14](=[O:15])(=[O:16])([OH:17])[OH:18]>>[c:2]1([N+:10](=[O:9])[O-:11])[c:3]([CH3:8])[n:4][nH:5][c:6]1[Br:7]. Reactants: Cc1n[nH]c(Br)c1Br, O, O=[N+]([O-])O, O=S(=O)(O)O. Product: Cc1n[nH]c(Br)c1[N+](=O)[O-]. Reactants: CC[Si](CC)(CC)OC(CI)c1ccc(O[Si](C)(C)C(C)(C)C)cc1, CCN(C(C)C)C(C)C, CCN(CC)C(=O)COc1cccc2c(CC(C)N)c[nH]c12, C1CCOC1. Yields the product CCN(CC)C(=O)COc1cccc2c(CC(C)NCC(O[Si](CC)(CC)CC)c3ccc(O[Si](C)(C)C(C)(C)C)cc3)c[nH]c12. As a reaction SMILES: [C:1]([CH3:2])([CH3:3])([CH3:4])[Si:5]([O:6][c:7]1[cH:8][cH:9][c:10]([CH:13]([CH2:14][I:15])[O:16][Si:17]([CH2:18][CH3:19])([CH2:20][CH3:21])[CH2:22][CH3:23])[cH:11][cH:12]1)([CH3:24])[CH3:25].[CH:48]([N:49]([CH2:50][CH3:51])[CH:52]([CH3:53])[CH3:54])([CH3:55])[CH3:56].[NH2:26][CH:27]([CH2:28][c:29]1[cH:30][nH:31][c:32]2[c:33]([O:38][CH2:39][C:40](=[O:41])[N:42]([CH2:43][CH3:44])[CH2:45][CH3:46])[cH:34][cH:35][cH:36][c:37]12)[CH3:47].[O:57]1[CH2:58][CH2:59][CH2:60][CH2:61]1>>[C:1]([CH3:2])([CH3:3])([CH3:4])[Si:5]([O:6][c:7]1[cH:8][cH:9][c:10]([CH:13]([CH2:14][NH:26][CH:27]([CH2:28][c:29]2[cH:30][nH:31][c:32]3[c:33]([O:38][CH2:39][C:40](=[O:41])[N:42]([CH2:43][CH3:44])[CH2:45][CH3:46])[cH:34][cH:35][cH:36][c:37]23)[CH3:47])[O:16][Si:17]([CH2:18][CH3:19])([CH2:20][CH3:21])[CH2:22][CH3:23])[cH:11][cH:12]1)([CH3:24])[CH3:25]. Reaction SMILES: [CH3:22][N:23]([CH3:24])[c:25]1[cH:26][cH:27][n:28][cH:29][cH:30]1.[O:1]1[CH2:2][CH2:3][N:4]([CH2:7][CH2:8][CH2:9][OH:10])[CH2:5][CH2:6]1.[c:11]1([CH3:21])[cH:12][cH:13][c:14]([S:17](=[O:18])(=[O:19])[Cl:20])[cH:15][cH:16]1.[cH:31]1[cH:32][cH:33][n:34][cH:35][cH:36]1>>[O:1]1[CH2:2][CH2:3][N:4]([CH2:7][CH2:8][CH2:9][O:10][S:17]([c:14]2[cH:13][cH:12][c:11]([CH3:21])[cH:16][cH:15]2)(=[O:18])=[O:19])[CH2:5][CH2:6]1. The product is Cc1ccc(S(=O)(=O)OCCCN2CCOCC2)cc1. Reactants: CN(C)c1ccncc1, OCCCN1CCOCC1, Cc1ccc(S(=O)(=O)Cl)cc1, c1ccncc1. Reactants: NC1=NC=NC(=C1C#N)N1CCC(CC1)C=1N(C=C(N1)C1=CC(=C(C=C1)F)C)CCNCC1CC1 (4-Amino-6-{4-[1-[2-(cyclopropylmethyl-amino)-ethyl]-4-(4-fluoro-3-methyl-phenyl)-1H-imidazol-2-yl]-piperidin-1-yl}-pyrimidine-5-carbonitrile), C(C)(C)N (isopropylamine). Yields the product NC1=NC=NC(=C1C#N)N1CCC(CC1)C=1N(C=C(N1)C1=CC(=C(C=C1)F)C)CCNC(C)C (4-Amino-6-{4-[4-(4-fluoro-3-methyl-phenyl)-1-(2-isopropylamino-ethyl)-1H-imidazol-2-yl]-piperidin-1-yl}-pyrimidine-5-carbonitrile). Reaction SMILES: [NH2:1][C:2]1[C:7]([C:8]#[N:9])=[C:6]([N:10]2[CH2:15][CH2:14][CH:13]([C:16]3[N:17]([CH2:29][CH2:30][NH:31]CC4CC4)[CH:18]=[C:19]([C:21]4[CH:26]=[CH:25][C:24]([F:27])=[C:23]([CH3:28])[CH:22]=4)[N:20]=3)[CH2:12][CH2:11]2)[N:5]=[CH:4][N:3]=1.[CH:36](N)([CH3:38])[CH3:37]>>[NH2:1][C:2]1[C:7]([C:8]#[N:9])=[C:6]([N:10]2[CH2:15][CH2:14][CH:13]([C:16]3[N:17]([CH2:29][CH2:30][NH:31][CH:36]([CH3:38])[CH3:37])[CH:18]=[C:19]([C:21]4[CH:26]=[CH:25][C:24]([F:27])=[C:23]([CH3:28])[CH:22]=4)[N:20]=3)[CH2:12][CH2:11]2)[N:5]=[CH:4][N:3]=1. Procedure: The title compound was prepared in an analogous manner as 4-Amino-6-{4-[1-[2-(cyclopropylmethyl-amino)-ethyl]-4-(4-fluoro-3-methyl-phenyl)-1H-imidazol-2-yl]-piperidin-1-yl}-pyrimidine-5-carbonitrile using isopropylamine instead of cyclopropylmethylamine. LC-MS: (M+1=463, obsd.=463). Starting materials: C1(CCCCC1)C=1C=2C=CC(=CC2N2CC(COC3=C(C21)C=CC=C3)CCC(N3CCNCC3)=O)C(=O)OC (methyl 14-cyclohexyl-7-(3-oxo-3-piperazin-1-ylpropyl)-7,8-dihydro-6H-indolo[1,2-e][1,5]benzoxazocine-11-carboxylate), CSC (DMS). Solvent: C1CCOC1 (THF). Run at time 2.5 hour. The product is C1(CCCCC1)C=1C=2C=CC(=CC2N2CC(COC3=C(C21)C=CC=C3)CCCN3CCNCC3)C(=O)OC (methyl 14-cyclohexyl-7-(3-piperazin-1-ylpropyl)-7,8-dihydro-6H-indolo[1,2-e][1,5]benzoxazocine-11-carboxylate). The yield is 100.0%. As a reaction SMILES: [CH:1]1([C:7]2[C:8]3[CH:9]=[CH:10][C:11]([C:36]([O:38][CH3:39])=[O:37])=[CH:12][C:13]=3[N:14]3[C:21]=2[C:20]2[CH:22]=[CH:23][CH:24]=[CH:25][C:19]=2[O:18][CH2:17][CH:16]([CH2:26][CH2:27][C:28](=O)[N:29]2[CH2:34][CH2:33][NH:32][CH2:31][CH2:30]2)[CH2:15]3)[CH2:6][CH2:5][CH2:4][CH2:3][CH2:2]1.CSC>C1COCC1>[CH:1]1([C:7]2[C:8]3[CH:9]=[CH:10][C:11]([C:36]([O:38][CH3:39])=[O:37])=[CH:12][C:13]=3[N:14]3[C:21]=2[C:20]2[CH:22]=[CH:23][CH:24]=[CH:25][C:19]=2[O:18][CH2:17][CH:16]([CH2:26][CH2:27][CH2:28][N:29]2[CH2:34][CH2:33][NH:32][CH2:31][CH2:30]2)[CH2:15]3)[CH2:6][CH2:5][CH2:4][CH2:3][CH2:2]1. Procedure details: A solution of methyl 14-cyclohexyl-7-(3-oxo-3-piperazin-1-ylpropyl)-7,8-dihydro-6H-indolo[1,2-e][1,5]benzoxazocine-11-carboxylate (0.08 M) in THF was treated dropwise with BH3 DMS complex (2M in THF; 10 eq). The resulting solution was stirred at RT for 2.5 h. The reaction was quenched by the careful addition of HCl/MeOH (1.25 M) and the resulting solution refluxed for 2 h. The volatiles were then removed in vacuo and the residue partitioned between sat. aq. NaHCO3 and EtOAc. The combined organic...